Task: describe an organic reaction: reactants, conditions, products, and yield. Dataset: the Open Reaction Database (ORD), a public repository of structured organic reaction records Reactants: COC(=O)CCCC#CCN1C(=O)c2ccccc2C1=O, CC(C)=O, Cl, O. Product: O=C(O)CCCC#CCN1C(=O)c2ccccc2C1=O. As a reaction SMILES: [C:1]1(=[O:21])[c:2]2[c:3]([cH:17][cH:18][cH:19][cH:20]2)[C:4](=[O:16])[N:5]1[CH2:6][C:7]#[C:8][CH2:9][CH2:10][CH2:11][C:12](=[O:13])[O:14][CH3:15].[CH3:23][C:24](=[O:25])[CH3:26].[ClH:22].[OH2:27]>>[C:1]1(=[O:21])[c:2]2[c:3]([cH:17][cH:18][cH:19][cH:20]2)[C:4](=[O:16])[N:5]1[CH2:6][C:7]#[C:8][CH2:9][CH2:10][CH2:11][C:12](=[O:13])[OH:14]. The reactants are SCC(=O)O (HSCH2CO2H), O=CCCCC1=CC=C(C(=O)OCC)C=C1 (Ethyl 4-(4-oxobutyl)benzoate), NCCC1(CCCCC1)OC1OCCCC1 (1-amino-2-[1-(tetrahydro-2H-pyran-2-yloxy)cyclohexyl]ethane), S(=O)(=O)([O-])[O-].[Na+].[Na+] (sodium sulfate), Cl (hydrochloric acid). The solvent is C(Cl)(Cl)Cl (chloroform), O (water), CO (methanol), C(Cl)(Cl)(Cl)Cl (carbon tetrachloride). Reaction conditions: temperature 25 celsius, time 30 minute. Yields the product OC1(CCCCC1)CCN1C(SCC1=O)CCCC1=CC=C(C(=O)O)C=C1 (4-{3-[3-[2-(1-Hydroxycyclohexyl)ethyl]-4-oxo-2-thiazolidinyl]propyl}benzoic Acid). Yield: 32.0%. Reaction SMILES: O=[CH:2][CH2:3][CH2:4][CH2:5][C:6]1[CH:16]=[CH:15][C:9]([C:10]([O:12]CC)=[O:11])=[CH:8][CH:7]=1.[NH2:17][CH2:18][CH2:19][C:20]1([O:26]C2CCCCO2)[CH2:25][CH2:24][CH2:23][CH2:22][CH2:21]1.S([O-])([O-])(=O)=O.[Na+].[Na+].[SH:40][CH2:41][C:42](O)=[O:43].Cl>C(Cl)(Cl)(Cl)Cl.CO.O.C(Cl)(Cl)Cl>[OH:26][C:20]1([CH2:19][CH2:18][N:17]2[C:42](=[O:43])[CH2:41][S:40][CH:2]2[CH2:3][CH2:4][CH2:5][C:6]2[CH:7]=[CH:8][C:9]([C:10]([OH:12])=[O:11])=[CH:15][CH:16]=2)[CH2:21][CH2:22][CH2:23][CH2:24][CH2:25]1 |f:2.3.4|. Procedure details: Ethyl 4-(4-oxobutyl)benzoate (4.15 g., 18.8 mmol.) is added dropwise to a stirred solution of 1-amino-2-[1-(tetrahydro-2H-pyran-2-yloxy)cyclohexyl]ethane in carbon tetrachloride (1 ml.) maintained at 25° C. The resulting mixture is stirred for 30 minutes before being treated with anhydrous sodium sulfate (4 g.). Stirring is continued for 2 hours. The solid is removed by filtration and washed with a small quantity of benzene. The combined filtrate and washings are diluted with benzene (70 ml.), t... Reactants: C=Cc1ccccc1, Cc1ccc(C)c(C(C)C[SiH](Cl)Cl)c1, CC(C)O. Yields the product Cc1ccc(C)c(C(C)C[Si](Cl)(Cl)CCc2ccccc2)c1. RXN SMILES: [CH2:15]=[CH:16][c:17]1[cH:18][cH:19][cH:20][cH:21][cH:22]1.[CH3:1][c:2]1[c:3]([CH:9]([CH2:10][SiH:11]([Cl:12])[Cl:13])[CH3:14])[cH:4][c:5]([CH3:8])[cH:6][cH:7]1.[CH:23]([OH:24])([CH3:25])[CH3:26]>>[CH3:1][c:2]1[c:3]([CH:9]([CH2:10][Si:11]([Cl:12])([Cl:13])[CH2:15][CH2:16][c:17]2[cH:18][cH:19][cH:20][cH:21][cH:22]2)[CH3:14])[cH:4][c:5]([CH3:8])[cH:6][cH:7]1. Reactants: solution, [F-].C(CCC)[N+](CCCC)(CCCC)CCCC (tetra-n-butylammonium fluoride), C(C)(C)(C)[Si](OCCOC1=CC=C(C=C1)C1=CC(=NN1C1=CC=C(C=C1)OC)C(C)(C)OC)(C)C (5-[4-(2-{ [tert-butyl-(dimethyl)silyl]oxy}ethoxy)phenyl]-3-(1-methoxy-1-methylethyl)-1-(4-methoxyphenyl)-1H-pyrazole). The solvent is C1CCOC1 (THF), C1CCOC1 (THF). Reaction conditions: time 1 hour. Yields the product COC(C)(C)C1=NN(C(=C1)C1=CC=C(OCCO)C=C1)C1=CC=C(C=C1)OC (2-{4-[3-(1-methoxy-1-methylethyl)-1-(4-methoxyphenyl)-1H-pyrazol-5-yl]phenoxy}ethanol). Yield: 87.5%. As a reaction SMILES: [F-].C([N+](CCCC)(CCCC)CCCC)CCC.C([Si](C)(C)[O:24][CH2:25][CH2:26][O:27][C:28]1[CH:33]=[CH:32][C:31]([C:34]2[N:38]([C:39]3[CH:44]=[CH:43][C:42]([O:45][CH3:46])=[CH:41][CH:40]=3)[N:37]=[C:36]([C:47]([O:50][CH3:51])([CH3:49])[CH3:48])[CH:35]=2)=[CH:30][CH:29]=1)(C)(C)C>C1COCC1>[CH3:51][O:50][C:47]([C:36]1[CH:35]=[C:34]([C:31]2[CH:32]=[CH:33][C:28]([O:27][CH2:26][CH2:25][OH:24])=[CH:29][CH:30]=2)[N:38]([C:39]2[CH:40]=[CH:41][C:42]([O:45][CH3:46])=[CH:43][CH:44]=2)[N:37]=1)([CH3:49])[CH3:48] |f:0.1|. Reported procedure: A 1M solution of tetra-n-butylammonium fluoride in THF (0.24 mg) was added to a solution of 5-[4-(2-{ [tert-butyl-(dimethyl)silyl]oxy}ethoxy)phenyl]-3-(1-methoxy-1-methylethyl)-1-(4-methoxyphenyl)-1H-pyrazole (98 mg) in THF (2 ml) under ice bath cooling. The reaction mixture was stirred at same temperature for 1 hour. The mixture was partitioned between ethyl acetate and H2O. The organic layer was washed with saturated aqueous sodium chloride solution, dried over magnesium sulfate, and concentra... The reactants are C(=O)(OCC1=CC=CC=C1)N1[C@@H](C(=O)O)CCC1 ((+)-carbobenzyloxy-D-proline), CCN=C=NCCCN(C)C (EDAC), C=1C=CC2=C(C1)N=NN2O (HOBt), TEA, N1CCCC1 (pyrrolidine). Run in O (water), C([O-])(O)=O.[Na+] (sodium bicarbonate), CN(C)C=O (DMF). Conditions: time 18 hour. The product is C(C1=CC=CC=C1)OC(=O)N1[C@H](CCC1)C(=O)N1CCCC1 ((R)-2-(pyrrolidine-1-carbonyl)-pyrrolidine-1-carboxylic acid benzyl ester). RXN SMILES: [C:1]([N:11]1[CH2:18][CH2:17][CH2:16][C@@H:12]1[C:13]([OH:15])=O)([O:3][CH2:4][C:5]1[CH:10]=[CH:9][CH:8]=[CH:7][CH:6]=1)=[O:2].CCN=C=N[CH2:24][CH2:25][CH2:26][N:27]([CH3:29])C.C1C=CC2N(O)N=NC=2C=1.N1CCCC1>CN(C=O)C.O.C(=O)(O)[O-].[Na+]>[CH2:4]([O:3][C:1]([N:11]1[CH2:18][CH2:17][CH2:16][C@@H:12]1[C:13]([N:27]1[CH2:26][CH2:25][CH2:24][CH2:29]1)=[O:15])=[O:2])[C:5]1[CH:6]=[CH:7][CH:8]=[CH:9][CH:10]=1 |f:6.7|. Procedure details: A mixture of (+)-carbobenzyloxy-D-proline (1.5 g, 6 mmol), EDAC (2.3 g, 12 mmol), HOBt (800 mg, 6 mmol), TEA (1.5 mL) and pyrrolidine (853 mg, 12 mmol) in DMF (20 mL) was stirred at rt for 18 hours. The reaction was diluted with water and sodium bicarbonate, extracted with DCM (3×). The combined DCM was concentrated and purified on a silica gel column to give (R)-2-(pyrrolidine-1-carbonyl)-pyrrolidine-1-carboxylic acid benzyl ester. Starting materials: Cc1ccccc1, CC1(C)C(C=C(Cl)Cl)C1C(=O)Cl, OC1CC(Cc2cccc(F)c2)c2ccccc21, c1ccncc1. Product: CC1(C)C(C=C(Cl)Cl)C1C(=O)OC1CC(Cc2cccc(F)c2)c2ccccc21. As a reaction SMILES: [CH3:37][c:38]1[cH:39][cH:40][cH:41][cH:42][cH:43]1.[Cl:19][C:20](=[CH:21][CH:22]1[C:23]([CH3:28])([CH3:29])[CH:24]1[C:25](=[O:26])[Cl:27])[Cl:30].[F:1][c:2]1[cH:3][c:4]([CH2:8][CH:9]2[CH2:10][CH:11]([OH:18])[c:12]3[cH:13][cH:14][cH:15][cH:16][c:17]32)[cH:5][cH:6][cH:7]1.[cH:31]1[cH:32][cH:33][n:34][cH:35][cH:36]1>>[F:1][c:2]1[cH:3][c:4]([CH2:8][CH:9]2[CH2:10][CH:11]([O:18][C:25]([CH:24]3[CH:22]([CH:21]=[C:20]([Cl:19])[Cl:30])[C:23]3([CH3:28])[CH3:29])=[O:26])[c:12]3[cH:13][cH:14][cH:15][cH:16][c:17]32)[cH:5][cH:6][cH:7]1. Starting materials: ClC=1C=C(C=C(C1)Cl)N=C=O (3,5-dichlorophenyl isocyanate), C(C)OC([C@]1(N(CCC1)C(=O)OC(C)(C)C)CC1=CC=C(C=C1)Br)=O (N-(tert-butoxycarbonyl)-2-(4-bromobenzyl)proline ethyl ester), [Li+].[OH-] (LiOH), C1CCOC1 (THF). The solvent is O (H2O), CO (MeOH). Run at time 8 hour. Yields the product C(C)(C)(C)OC(=O)N1[C@](C(=O)O)(CCC1)CC1=CC=C(C=C1)Br (N-(tert-butoxycarbonyl)-2-(4-bromobenzyl)proline). Isolated yield 108.0%. RXN SMILES: ClC1C=C(N=C=O)C=C(Cl)C=1.C([O:14][C:15](=[O:36])[C@:16]1([CH2:28][C:29]2[CH:34]=[CH:33][C:32]([Br:35])=[CH:31][CH:30]=2)[CH2:20][CH2:19][CH2:18][N:17]1[C:21]([O:23][C:24]([CH3:27])([CH3:26])[CH3:25])=[O:22])C.[Li+].[OH-].C1COCC1>O.CO>[C:24]([O:23][C:21]([N:17]1[CH2:18][CH2:19][CH2:20][C@@:16]1([CH2:28][C:29]1[CH:34]=[CH:33][C:32]([Br:35])=[CH:31][CH:30]=1)[C:15]([OH:36])=[O:14])=[O:22])([CH3:27])([CH3:25])[CH3:26] |f:2.3|. Reported procedure: means resin polymer.) (1) A mixture of N-(tert-butoxycarbonyl)-2-(4-bromobenzyl)proline ethyl ester (3.00 g), LiOH (10 mmol), THF (25 mL), MeOH (10 mL) and H2O (5 mL) was stirred at room temperature overnight. The mixture was then heated at 74° C. overnight. The mixture was concentrated in vacuo, and water was added. The mixture was washed with Et2O and the aqueous layer was made acidic with the addition of 1N H2SO4. The aqueous layer was extracted with EtOAc. The EtOAc layer was washed with bri... Starting materials: S1CCC(=CC1)C1=C(C=C(C=C1)N1C(O[C@H](C1)COS(=O)(=O)C)=O)F (Methanesulfonic acid (5R)-3-[4-(3,6-dihydro-2H-thiopyran-4-yl)-3-fluorophenyl]-2-oxo-oxazolidin-5-ylmethyl ester), [N-]=[N+]=[N-].[Na+] (sodium azide). Solvent: CN(C=O)C (N,N-dimethylformamide), C(C)(=O)OCC (ethyl acetate). Product: S1CCC(=CC1)C1=C(C=C(C=C1)N1C(O[C@H](C1)CN=[N+]=[N-])=O)F ((5R)-3-[4-(3,6-dihydro-2H-thiopyran-4-yl)-3-fluorophenyl]-5-azidomethyloxazolidin-2-one). Reaction SMILES: [S:1]1[CH2:6][CH:5]=[C:4]([C:7]2[CH:12]=[CH:11][C:10]([N:13]3[CH2:17][C@H:16]([CH2:18]OS(C)(=O)=O)[O:15][C:14]3=[O:24])=[CH:9][C:8]=2[F:25])[CH2:3][CH2:2]1.[N-:26]=[N+:27]=[N-:28].[Na+]>CN(C)C=O.C(OCC)(=O)C>[S:1]1[CH2:6][CH:5]=[C:4]([C:7]2[CH:12]=[CH:11][C:10]([N:13]3[CH2:17][C@H:16]([CH2:18][N:26]=[N+:27]=[N-:28])[O:15][C:14]3=[O:24])=[CH:9][C:8]=2[F:25])[CH2:3][CH2:2]1 |f:1.2|. Procedure: Methanesulfonic acid (5R)-3-[4-(3,6-dihydro-2H-thiopyran-4-yl)-3-fluorophenyl]-2-oxo-oxazolidin-5-ylmethyl ester (8 g, 19.7 mmol) and sodium azide (4 g, 61.5 mmol) were heated in N,N-dimethylformamide (75 ml) at 80° C. for 2 hours. It was cooled to room temperature, diluted with ethyl acetate, washed with potassium phosphate buffer (pH 7) and with water and dried over sodium sulfate. After evaporation of the solvent the title product was obtained as a brown oil (˜7 g, crude).